From a dataset of the Open Reaction Database (ORD), a public repository of structured organic reaction records. describe an organic reaction: reactants, conditions, products, and yield The reactants are intermediate b, C(C1=CC=CC=C1)OC=1C=C2C=C(NC2=CC1)C(=O)OCC (ethyl 5-benzyloxyindole-2-carboxylate), C(C)(C)(C)OC(=O)N1S(OC[C@H]1C)(=O)=O ((R)-4-methyl-2,2-dioxo-[1,2,3]oxathiazolidine-3-carboxylic acid tert-butyl ester), CC(C)([O-])C.[K+] (potassium tert-butoxide). Product: C(C)OC(=O)C=1N(C2=CC=C(C=C2C1)OCC1=CC=CC=C1)C[C@@H](C)NC(=O)OC(C)(C)C (5-Benzyloxy-1-((R)-2-tert-butoxycarbonylamino-propyl)-1H-indole-2-carboxylic Acid Ethyl Ester). The yield is 100.0%. RXN SMILES: [CH2:1]([O:8][C:9]1[CH:10]=[C:11]2[C:15](=[CH:16][CH:17]=1)[NH:14][C:13]([C:18]([O:20][CH2:21][CH3:22])=[O:19])=[CH:12]2)[C:2]1[CH:7]=[CH:6][CH:5]=[CH:4][CH:3]=1.[C:23]([O:27][C:28]([N:30]1[C@H:34]([CH3:35])[CH2:33]OS1(=O)=O)=[O:29])([CH3:26])([CH3:25])[CH3:24].CC(C)([O-])C.[K+]>>[CH2:21]([O:20][C:18]([C:13]1[N:14]([CH2:35][C@H:34]([NH:30][C:28]([O:27][C:23]([CH3:25])([CH3:24])[CH3:26])=[O:29])[CH3:33])[C:15]2[C:11]([CH:12]=1)=[CH:10][C:9]([O:8][CH2:1][C:2]1[CH:3]=[CH:4][CH:5]=[CH:6][CH:7]=1)=[CH:17][CH:16]=2)=[O:19])[CH3:22] |f:2.3|. Procedure: The title compound was synthesized in analogy to example 1, intermediate b), from ethyl 5-benzyloxyindole-2-carboxylate (commercially available), (R)-4-methyl-2,2-dioxo-[1,2,3]oxathiazolidine-3-carboxylic acid tert-butyl ester (prepared according to WO02/010169) and potassium tert-butoxide, to give the desired compound as a light yellow solid (>100%). The so-obtained product was used in the next step without further purification. The reactants are [BH4-].[K+] (potassium borohydride), [N+](=O)([O-])C1=CN(C=C1C=O)CC#C (3-nitro-1-(2-propynyl) 1H-pyrrol-4-carboxaldehyde), O1CCCC1 (tetrahydrofuran), saturated aqueous solution, [Cl-].[Na+] (sodium chloride). The solvent is O (water). Reaction conditions: time 15 minute. Yields the product [N+](=O)([O-])C1=CN(C=C1CO)CC#C (3-nitro-1-(2-propynyl)-1H-pyrrole-4-methanol). Yield: 101.4%. Reaction SMILES: [BH4-].[K+].[N+:3]([C:6]1[C:10]([CH:11]=[O:12])=[CH:9][N:8]([CH2:13][C:14]#[CH:15])[CH:7]=1)([O-:5])=[O:4].O1CCCC1.[Cl-].[Na+]>O>[N+:3]([C:6]1[C:10]([CH2:11][OH:12])=[CH:9][N:8]([CH2:13][C:14]#[CH:15])[CH:7]=1)([O-:5])=[O:4] |f:0.1,4.5|. Procedure: At 20° C., 242 mg of potassium borohydride were introduced into a solution of 400 mg of the product of Step A, 30 ml of tetrahydrofuran and 4 ml of water and the mixture was stirred for 15 minutes at ambient temperature. 10 ml of a saturated aqueous solution of sodium chloride were added with stirring for 5 minutes at 20° C. and after extracting with ethyl acetate, drying and concentrating, 410 mg of 3-nitro-1-(2-propynyl)-1H-pyrrole-4-methanol were obtained melting at 60° C. Reactants: C1CCNCC1, ClCCl, CN(Cc1cc(C(F)(F)F)cc(C(F)(F)F)c1)C(=O)c1cnc(COS(C)(=O)=O)nc1-c1ccccc1, O. Yields the product CN(Cc1cc(C(F)(F)F)cc(C(F)(F)F)c1)C(=O)c1cnc(CN2CCCCC2)nc1-c1ccccc1. RXN SMILES: [CH2:38]1[CH2:39][CH2:40][NH:41][CH2:42][CH2:43]1.[Cl:45][CH2:46][Cl:47].[F:1][C:2]([c:3]1[cH:4][c:5]([CH2:6][N:7]([C:8](=[O:9])[c:10]2[c:11](-[c:22]3[cH:23][cH:24][cH:25][cH:26][cH:27]3)[n:12][c:13]([CH2:16][O:17][S:18]([CH3:19])(=[O:20])=[O:21])[n:14][cH:15]2)[CH3:28])[cH:29][c:30]([C:32]([F:33])([F:34])[F:35])[cH:31]1)([F:36])[F:37].[OH2:44]>>[F:1][C:2]([c:3]1[cH:4][c:5]([CH2:6][N:7]([C:8](=[O:9])[c:10]2[c:11](-[c:22]3[cH:23][cH:24][cH:25][cH:26][cH:27]3)[n:12][c:13]([CH2:16][N:41]3[CH2:40][CH2:39][CH2:38][CH2:43][CH2:42]3)[n:14][cH:15]2)[CH3:28])[cH:29][c:30]([C:32]([F:33])([F:34])[F:35])[cH:31]1)([F:36])[F:37].